From a dataset of the Open Reaction Database (ORD), a public repository of structured organic reaction records. describe an organic reaction: reactants, conditions, products, and yield The reactants are C(C)N(CCCN1C(CCC2=CC(=CC=C12)[N+](=O)[O-])=O)CC (1-(3- (Diethylamino)propyl)-6-nitro-3,4-dihydroquinolin-2(1H)-one), O.NN (hydrazine hydrate). The reagents and catalysts are [Ni] (Ra—Ni). Run in CO (methanol). Product: NC=1C=C2CCC(N(C2=CC1)CCCN(CC)CC)=O (6-Amino-1-(3-diethylamino-propyl)-3,4-dihydro-1H-quinolin-2-one). RXN SMILES: [CH2:1]([N:3]([CH2:21][CH3:22])[CH2:4][CH2:5][CH2:6][N:7]1[C:16]2[C:11](=[CH:12][C:13]([N+:17]([O-])=O)=[CH:14][CH:15]=2)[CH2:10][CH2:9][C:8]1=[O:20])[CH3:2].O.NN>CO.[Ni]>[NH2:17][C:13]1[CH:12]=[C:11]2[C:16](=[CH:15][CH:14]=1)[N:7]([CH2:6][CH2:5][CH2:4][N:3]([CH2:21][CH3:22])[CH2:1][CH3:2])[C:8](=[O:20])[CH2:9][CH2:10]2 |f:1.2|. Reported procedure: 1-(3- (Diethylamino)propyl)-6-nitro-3,4-dihydroquinolin-2(1H)-one (93 mg, 0.305 mmol) in dry methanol (5 mL) was treated with Ra—Ni (slurry in water, ˜0.05 g) followed by hydrazine hydrate (95 uL, 3.05 mmol) at room temperature and the resulting mixture was refluxed for 30 minutes. The reaction was cooled to room temperature, filtered through a celite bed, washed with methanol (2×10 mL). The combined methanol layer was evaporated and crude was purified by column chromatography (2 M NH3 in MeOH:C... Reactants: ClC(c1ccccc1)(c1ccccc1)c1ccccc1, COC(=O)c1n[nH]c(C(=O)OC)c1C(=O)OC, CN(C)C=O, [H-], [Na+], c1cn[nH]c1. Yields the product COC(=O)c1nn(C(c2ccccc2)(c2ccccc2)c2ccccc2)c(C(=O)OC)c1C(=O)OC. As a reaction SMILES: [C:25]([c:26]1[cH:27][cH:28][cH:29][cH:30][cH:31]1)([c:32]1[cH:33][cH:34][cH:35][cH:36][cH:37]1)([c:38]1[cH:39][cH:40][cH:41][cH:42][cH:43]1)[Cl:44].[CH3:1][O:2][C:3](=[O:4])[c:5]1[n:6][nH:7][c:8]([C:14](=[O:15])[O:16][CH3:17])[c:9]1[C:10](=[O:11])[O:12][CH3:13].[CH3:45][N:46]([CH3:47])[CH:48]=[O:49].[H-:23].[Na+:24].[nH:18]1[cH:19][cH:20][cH:21][n:22]1>>[CH3:1][O:2][C:3](=[O:4])[c:5]1[n:6][n:7]([C:25]([c:26]2[cH:27][cH:28][cH:29][cH:30][cH:31]2)([c:32]2[cH:33][cH:34][cH:35][cH:36][cH:37]2)[c:38]2[cH:39][cH:40][cH:41][cH:42][cH:43]2)[c:8]([C:14](=[O:15])[O:16][CH3:17])[c:9]1[C:10](=[O:11])[O:12][CH3:13]. The product is Cl, OC(CN1CCOCC1)C(c1ccccc1)n1ccc2ccccc21. Reaction SMILES: [CH2:56]1[NH:57][CH2:58][CH2:59][O:60][CH2:61]1.[ClH:1].[ClH:28].[ClH:29].[n:2]1([CH:11]([CH:12]([CH2:13][N:14]2[CH2:15][CH2:16][N:17]([CH3:20])[CH2:18][CH2:19]2)[OH:21])[c:22]2[cH:23][cH:24][cH:25][cH:26][cH:27]2)[cH:3][cH:4][c:5]2[cH:6][cH:7][cH:8][cH:9][c:10]12.[n:30]1([CH:31]([c:32]2[cH:33][cH:34][cH:35][cH:36][cH:37]2)[CH:38]([CH2:39][N:40]2[CH2:41][CH2:42][N:43]([CH3:44])[CH2:45][CH2:46]2)[OH:49])[c:47]2[c:48]([cH:50][cH:51][cH:52][cH:53]2)[cH:54][cH:55]1>>[ClH:1].[n:2]1([CH:11]([CH:12]([CH2:13][N:14]2[CH2:15][CH2:16][O:49][CH2:18][CH2:19]2)[OH:21])[c:22]2[cH:23][cH:24][cH:25][cH:26][cH:27]2)[cH:3][cH:4][c:5]2[cH:6][cH:7][cH:8][cH:9][c:10]12. Reactants: C1COCCN1, Cl, Cl, Cl, CN1CCN(CC(O)C(c2ccccc2)n2ccc3ccccc32)CC1, CN1CCN(CC(O)C(c2ccccc2)n2ccc3ccccc32)CC1. Reactants: C(C)(=O)O[C@@H]1[C@H](O[C@@H]([C@H]([C@@H]1OC(C)=O)OC(C)=O)COC(C)=O)OC1=C(C=CC=C1)C=1C=C(C(=O)OC)C=CC1 (methyl 3-(2-(2,3,4,6-tetra-O-acetyl-α-D-mannopyranosyloxy)phenyl)benzoate), C[O-].[Na+] (sodium methoxide). The solvent is CO (methanol). Run at time 8 hour. Product: [C@H]1([C@@H](O)[C@@H](O)[C@H](O)[C@H](O1)CO)OC1=C(C=CC=C1)C=1C=C(C(=O)OC)C=CC1 (methyl 3-(2-(α-D-mannopyranosyloxy)phenyl)benzoate). Isolated yield 84.0%. RXN SMILES: C([O:4][C@H:5]1[C@@H:10]([O:11]C(=O)C)[C@H:9]([O:15]C(=O)C)[C@@H:8]([CH2:19][O:20]C(=O)C)[O:7][C@@H:6]1[O:24][C:25]1[CH:30]=[CH:29][CH:28]=[CH:27][C:26]=1[C:31]1[CH:32]=[C:33]([CH:38]=[CH:39][CH:40]=1)[C:34]([O:36][CH3:37])=[O:35])(=O)C.C[O-].[Na+]>CO>[C@H:6]1([O:24][C:25]2[CH:30]=[CH:29][CH:28]=[CH:27][C:26]=2[C:31]2[CH:32]=[C:33]([CH:38]=[CH:39][CH:40]=2)[C:34]([O:36][CH3:37])=[O:35])[O:7][C@H:8]([CH2:19][OH:20])[C@@H:9]([OH:15])[C@H:10]([OH:11])[C@@H:5]1[OH:4] |f:1.2|. Reported procedure: In a dry 50 ml flask under nitrogen, methyl 3-(2-(2,3,4,6-tetra-O-acetyl-α-D-mannopyranosyloxy)phenyl)benzoate (2.18 g, 3.9 mmol) was dissolved in methanol (20 ml) and treated in one portion with sodium methoxide (250 mg) and the mixture was stirred at room temperature overnight, then concentrated under reduced pressure. The residue was purified by flash chromatography (SiO2, 7:3 methylene chloride/methanol) which gave methyl 3-(2-(α-D-mannopyranosyloxy)phenyl)benzoate in 84% yield.